Dataset: the Open Reaction Database (ORD), a public repository of structured organic reaction records. Task: describe an organic reaction: reactants, conditions, products, and yield The reactants are FC1=C(C#N)C=C(C=C1F)C(F)(F)F (2,3-Difluoro-5-(trifluoromethyl)benzonitrile), [OH-].[Na+] (sodium hydroxide), O (water). Conditions: temperature 97 celsius, time 2 hour. Product: FC1=C(C(=O)O)C=C(C=C1F)C(F)(F)F (2,3-difluoro-5-(trifluoromethyl)benzoic acid). RXN SMILES: [F:1][C:2]1[C:9]([F:10])=[CH:8][C:7]([C:11]([F:14])([F:13])[F:12])=[CH:6][C:3]=1[C:4]#N.[OH-:15].[Na+].[OH2:17]>>[F:1][C:2]1[C:9]([F:10])=[CH:8][C:7]([C:11]([F:14])([F:13])[F:12])=[CH:6][C:3]=1[C:4]([OH:17])=[O:15] |f:1.2|. Reported procedure: 2,3-Difluoro-5-(trifluoromethyl)benzonitrile (60.03 g, 0.29 moles) is added to a solution of 17.5 g (0.43 moles) of sodium hydroxide in 158 ml of water. The mixture is heated to 97° C. during 1 hour and then heating is continued for an additional 2 hours. The mixture is acidified and the solid acid filtered off and air dried to yield 2,3-difluoro-5-(trifluoromethyl)benzoic acid, m.p. 94°-96° C.